Dataset: the Open Reaction Database (ORD), a public repository of structured organic reaction records. Task: describe an organic reaction: reactants, conditions, products, and yield The reactants are ClCCl, CC(C)(NC(=O)c1cc(Cl)cc(Cl)c1)C(=O)CO, CS(=O)(=O)Cl, CCN(C(C)C)C(C)C, O. Product: CC(C)(NC(=O)c1cc(Cl)cc(Cl)c1)C(=O)COS(C)(=O)=O. As a reaction SMILES: [CH2:34]([Cl:35])[Cl:36].[CH3:1][C:2]([C:3](=[O:4])[CH2:5][OH:6])([CH3:7])[NH:8][C:9]([c:10]1[cH:11][c:12]([Cl:17])[cH:13][c:14]([Cl:16])[cH:15]1)=[O:18].[CH3:28][S:29](=[O:30])(=[O:31])[Cl:32].[CH:19]([N:20]([CH:21]([CH3:22])[CH3:23])[CH2:24][CH3:25])([CH3:26])[CH3:27].[OH2:33]>>[CH3:1][C:2]([C:3](=[O:4])[CH2:5][O:6][S:29]([CH3:28])(=[O:30])=[O:31])([CH3:7])[NH:8][C:9]([c:10]1[cH:11][c:12]([Cl:17])[cH:13][c:14]([Cl:16])[cH:15]1)=[O:18]. The reactants are BrCc1ccccc1, C1CCOC1, CSC1CC(=O)N1, [H-], [Na+]. Product: CSC1CC(=O)N1Cc1ccccc1. RXN SMILES: [Br:10][CH2:11][c:12]1[cH:13][cH:14][cH:15][cH:16][cH:17]1.[CH2:18]1[O:19][CH2:20][CH2:21][CH2:22]1.[CH3:1][S:2][CH:3]1[CH2:4][C:5](=[O:7])[NH:6]1.[H-:9].[Na+:8]>>[CH3:1][S:2][CH:3]1[CH2:4][C:5](=[O:7])[N:6]1[CH2:11][c:12]1[cH:13][cH:14][cH:15][cH:16][cH:17]1. Reactants: COc1ccc(CN(Cc2ccc(OC)cc2)c2ncc(-c3nc(N4CCOCC4)nc4c3CCN4)cn2)cc1, CN(CCCN1CCOCC1)c1ccc(N)cc1, COc1ccc(CN(Cc2ccc(OC)cc2)c2ncc(-c3nc(N4CCOCC4)nc4c3CCN4C(=O)Nc3ccc(N(C)CCCN4CCOCC4)cc3)cn2)cc1. Product: CN(CCCN1CCOCC1)c1ccc(NC(=O)N2CCc3c(-c4cnc(N)nc4)nc(N4CCOCC4)nc32)cc1. Reaction SMILES: [CH3:1][O:2][c:3]1[cH:4][cH:5][c:6]([CH2:7][N:8]([CH2:9][c:10]2[cH:11][cH:12][c:13]([O:14][CH3:15])[cH:16][cH:17]2)[c:18]2[n:19][cH:20][c:21](-[c:22]3[c:23]4[c:27]([n:28][c:29]([N:30]5[CH2:31][CH2:32][O:33][CH2:34][CH2:35]5)[n:36]3)[NH:26][CH2:25][CH2:24]4)[cH:37][n:38]2)[cH:39][cH:40]1.[CH3:41][N:42]([CH2:43][CH2:44][CH2:45][N:46]1[CH2:47][CH2:48][O:49][CH2:50][CH2:51]1)[c:52]1[cH:53][cH:54][c:55]([NH2:56])[cH:57][cH:58]1.[CH3:59][N:60]([c:61]1[cH:62][cH:63][c:64]([NH:67][C:68](=[O:69])[N:70]2[CH2:71][CH2:72][c:73]3[c:74]2[n:75][c:76]([N:104]2[CH2:105][CH2:106][O:107][CH2:108][CH2:109]2)[n:77][c:78]3-[c:79]2[cH:80][n:81][c:82]([N:85]([CH2:86][c:87]3[cH:88][cH:89][c:90]([O:91][CH3:92])[cH:93][cH:94]3)[CH2:95][c:96]3[cH:97][cH:98][c:99]([O:100][CH3:101])[cH:102][cH:103]3)[n:83][cH:84]2)[cH:65][cH:66]1)[CH2:110][CH2:111][CH2:112][N:113]1[CH2:114][CH2:115][O:116][CH2:117][CH2:118]1>>[CH3:59][N:60]([c:61]1[cH:62][cH:63][c:64]([NH:67][C:68](=[O:69])[N:70]2[CH2:71][CH2:72][c:73]3[c:74]2[n:75][c:76]([N:104]2[CH2:105][CH2:106][O:107][CH2:108][CH2:109]2)[n:77][c:78]3-[c:79]2[cH:80][n:81][c:82]([NH2:85])[n:83][cH:84]2)[cH:65][cH:66]1)[CH2:110][CH2:111][CH2:112][N:113]1[CH2:114][CH2:115][O:116][CH2:117][CH2:118]1. Run at temperature 90 celsius. Run in CN(C)C=O (DMF). Procedure: To a solution of 2-acetylamino-4-methyl-5-nitropyridine (33.8 g, 0.173 mol) in dry DMF (300 mL) was added dimethylformamide dimethyl acetal (50.7 mL, 0.381 mol) and the mixture heated at 90° C. for 90 min. The solvent was evaporated in vacuo using toluene as an azeotrope. The residue was triturated with ether and the solid collected by filtration to give the title compound (33 g, 76%) as an orange solid. mp 193°-196° C. 1H NMR (250 MHz, CDCl3) δ 2.23 (3H, s), 3.04 (6H, s), 6.12 (1H, d, J=13.1Hz)... The product is CN(C=CC1=CC(=NC=C1[N+](=O)[O-])NC(C)=O)C (N,N-Dimethyl-2-(2-acetylamino-5-nitropyridin-4-yl)ethenamine). Isolated yield 76.2%. Reaction SMILES: [C:1]([NH:4][C:5]1[CH:10]=[C:9]([CH3:11])[C:8]([N+:12]([O-:14])=[O:13])=[CH:7][N:6]=1)(=[O:3])[CH3:2].CO[CH:17](OC)[N:18]([CH3:20])[CH3:19]>CN(C=O)C>[CH3:17][N:18]([CH3:20])[CH:19]=[CH:11][C:9]1[C:8]([N+:12]([O-:14])=[O:13])=[CH:7][N:6]=[C:5]([NH:4][C:1](=[O:3])[CH3:2])[CH:10]=1. The reactants are C(C)(=O)NC1=NC=C(C(=C1)C)[N+](=O)[O-] (2-acetylamino-4-methyl-5-nitropyridine), COC(N(C)C)OC (dimethylformamide dimethyl acetal). Reactants: O=C([O-])O, CCOC(C)=O, COc1cc2[nH]c(NC(N)=O)c(C(N)=O)c2cc1Br, [Na+], C1COCCO1, O, c1ccc(P(c2ccccc2)(c2ccccc2)[Pd](P(c2ccccc2)(c2ccccc2)c2ccccc2)(P(c2ccccc2)(c2ccccc2)c2ccccc2)P(c2ccccc2)(c2ccccc2)c2ccccc2)cc1. Product: C=Cc1cc2c(C(N)=O)c(NC(N)=O)[nH]c2cc1OC. RXN SMILES: [C:20](=[O:21])([O-:22])[OH:23].[CH3:25][CH2:26][O:27][C:28](=[O:29])[CH3:30].[NH2:1][C:2](=[O:3])[NH:4][c:5]1[nH:6][c:7]2[cH:8][c:9]([O:18][CH3:19])[c:10]([Br:17])[cH:11][c:12]2[c:13]1[C:14](=[O:15])[NH2:16].[Na+:24].[O:32]1[CH2:33][CH2:34][O:35][CH2:36][CH2:37]1.[OH2:31].[cH:38]1[cH:39][cH:40][c:41]([P:42]([Pd:43]([P:44]([c:45]2[cH:46][cH:47][cH:48][cH:49][cH:50]2)([c:51]2[cH:52][cH:53][cH:54][cH:55][cH:56]2)[c:57]2[cH:58][cH:59][cH:60][cH:61][cH:62]2)([P:63]([c:64]2[cH:65][cH:66][cH:67][cH:68][cH:69]2)([c:70]2[cH:71][cH:72][cH:73][cH:74][cH:75]2)[c:76]2[cH:77][cH:78][cH:79][cH:80][cH:81]2)[P:82]([c:83]2[cH:84][cH:85][cH:86][cH:87][cH:88]2)([c:89]2[cH:90][cH:91][cH:92][cH:93][cH:94]2)[c:95]2[cH:96][cH:97][cH:98][cH:99][cH:100]2)([c:101]2[cH:102][cH:103][cH:104][cH:105][cH:106]2)[c:107]2[cH:108][cH:109][cH:110][cH:111][cH:112]2)[cH:113][cH:114]1>>[NH2:1][C:2](=[O:3])[NH:4][c:5]1[nH:6][c:7]2[cH:8][c:9]([O:18][CH3:19])[c:10]([CH:25]=[CH2:26])[cH:11][c:12]2[c:13]1[C:14](=[O:15])[NH2:16]. The reactants are BrC1=C(COC(C)=O)C(=CC=C1)N1C(C2=CC=C(C=C2C=N1)C(C)(C)C)=O (acetic acid 2-bromo-6-(6-tert-butyl-1-oxo-1H-phthalazin-2-yl)-benzyl ester), COC(=O)C=1N(C=C(C1)B1OC(C(O1)(C)C)(C)C)C(=O)OC(C)(C)C (4-(4,4,5,5-tetramethyl-[1,3,2]dioxaborolan-2-yl)-pyrrole-1,2-dicarboxylic acid 1-tert-butyl ester 2-methyl ester), C(=O)([O-])[O-].[K+].[K+] (K2CO3). The reagents and catalysts are C1=CC=C(C=C1)P([C-]2C=CC=C2)C3=CC=CC=C3.C1=CC=C(C=C1)P([C-]2C=CC=C2)C3=CC=CC=C3.Cl[Pd]Cl.[Fe+2] (Pd(dppf)Cl2). Run in O1CCOCC1 (dioxane), O (water). Conditions: temperature 100 celsius. Product: COC(=O)C=1N(C=C(C1)C1=C(C(=CC=C1)N1C(C2=CC=C(C=C2C=N1)C(C)(C)C)=O)COC(C)=O)C(=O)OC(C)(C)C (4-[2-acetoxymethyl-3-(6-tert-butyl-1-oxo-1H-phthalazin-2-yl)-phenyl]-pyrrole-1,2-dicarboxylic acid 1-tert-butyl ester 2-methyl ester). Yield: 39.9%. Reaction SMILES: Br[C:2]1[CH:12]=[CH:11][CH:10]=[C:9]([N:13]2[N:22]=[CH:21][C:20]3[C:15](=[CH:16][CH:17]=[C:18]([C:23]([CH3:26])([CH3:25])[CH3:24])[CH:19]=3)[C:14]2=[O:27])[C:3]=1[CH2:4][O:5][C:6](=[O:8])[CH3:7].[CH3:28][O:29][C:30]([C:32]1[N:33]([C:46]([O:48][C:49]([CH3:52])([CH3:51])[CH3:50])=[O:47])[CH:34]=[C:35](B2OC(C)(C)C(C)(C)O2)[CH:36]=1)=[O:31].C([O-])([O-])=O.[K+].[K+]>O1CCOCC1.O.C1C=CC(P(C2C=CC=CC=2)[C-]2C=CC=C2)=CC=1.C1C=CC(P(C2C=CC=CC=2)[C-]2C=CC=C2)=CC=1.Cl[Pd]Cl.[Fe+2]>[CH3:28][O:29][C:30]([C:32]1[N:33]([C:46]([O:48][C:49]([CH3:52])([CH3:51])[CH3:50])=[O:47])[CH:34]=[C:35]([C:2]2[CH:12]=[CH:11][CH:10]=[C:9]([N:13]3[N:22]=[CH:21][C:20]4[C:15](=[CH:16][CH:17]=[C:18]([C:23]([CH3:26])([CH3:24])[CH3:25])[CH:19]=4)[C:14]3=[O:27])[C:3]=2[CH2:4][O:5][C:6](=[O:8])[CH3:7])[CH:36]=1)=[O:31] |f:2.3.4,7.8.9.10|. Procedure details: Under N2, a mixture of acetic acid 2-bromo-6-(6-tert-butyl-1-oxo-1H-phthalazin-2-yl)-benzyl ester (preparation described in intermediate-4, 300 mg, 0.699 mmol), 4-(4,4,5,5-tetramethyl-[1,3,2]dioxaborolan-2-yl)-pyrrole-1,2-dicarboxylic acid 1-tert-butyl ester 2-methyl ester (270 mg, 0.769 mmol), Pd(dppf)Cl2 (171 mg, 0.21 mmol) and K2CO3 (289 mg, 2.19 mmol) in dioxane (15 mL) and water (3 mL) was heated at 100° C. for 4 h. The mixture was concentrated to dryness. The residue was purified by silica... The reactants are BrCC(=O)Br (2-bromoacetyl bromide), C1(=CC=CC=C1)C1CC(C2=CC=CC=C12)N (rac-3-phenyl-indan-1-ylamine), COC=1C=C(CC2NCCCC3=C2C=C(C(=C3)OC)OC)C=CC1OC (1-(3,4-dimethoxy-benzyl)-7,8-dimethoxy-2,3,4,5-tetrahydro-1H-benzo[c]azepine). The product is COC=1C=C(CC2N(CCCC3=C2C=C(C(=C3)OC)OC)CC(=O)NC3CC(C2=CC=CC=C32)C3=CC=CC=C3)C=CC1OC (2-[1-(3,4-Dimethoxy-benzyl)-7,8-dimethoxy-1,3,4,5-tetrahydro-benzo[c]azepin-2-yl]-N-(3-phenyl-indan-1-yl)-acetamide). Reaction SMILES: Br[CH2:2][C:3](Br)=[O:4].[C:6]1([CH:12]2[C:20]3[C:15](=[CH:16][CH:17]=[CH:18][CH:19]=3)[CH:14]([NH2:21])[CH2:13]2)[CH:11]=[CH:10][CH:9]=[CH:8][CH:7]=1.[CH3:22][O:23][C:24]1[CH:25]=[C:26]([CH:43]=[CH:44][C:45]=1[O:46][CH3:47])[CH2:27][CH:28]1[C:34]2[CH:35]=[C:36]([O:41][CH3:42])[C:37]([O:39][CH3:40])=[CH:38][C:33]=2[CH2:32][CH2:31][CH2:30][NH:29]1>>[CH3:22][O:23][C:24]1[CH:25]=[C:26]([CH:43]=[CH:44][C:45]=1[O:46][CH3:47])[CH2:27][CH:28]1[C:34]2[CH:35]=[C:36]([O:41][CH3:42])[C:37]([O:39][CH3:40])=[CH:38][C:33]=2[CH2:32][CH2:31][CH2:30][N:29]1[CH2:2][C:3]([NH:21][CH:14]1[C:15]2[C:20](=[CH:19][CH:18]=[CH:17][CH:16]=2)[CH:12]([C:6]2[CH:7]=[CH:8][CH:9]=[CH:10][CH:11]=2)[CH2:13]1)=[O:4]. Reported procedure: prepared by reaction of 2-bromoacetyl bromide with rac-3-phenyl-indan-1-ylamine and 1-(3,4-dimethoxy-benzyl)-7,8-dimethoxy-2,3,4,5-tetrahydro-1H-benzo[c]azepine. The reactants are FC1=C(C=CC=C1)N1S(NCC2=C1C=CC=C2)(=O)=O (1-(2-fluorophenyl)-3,4-dihydro-1H-2,1,3-benzothiadiazine 2,2-dioxide), BrCCCCO (4-bromobutanol). Reported procedure: In an analogous manner to Example 11 step 4, a solution of 1-(2-fluorophenyl)-3,4-dihydro-1H-2,1,3-benzothiadiazine 2,2-dioxide (0.75 g, 2.7 mmol) was reacted with 4-bromobutanol (0.83 mL, 5.2 mmol) to afford 3-(4-bromobutyl)-1-(2-fluorophenyl)-3,4-dihydro-1H-2,1,3-benzothiadiazine 2,2-dioxide (0.74 g, 66%) as a white solid: The product is BrCCCCN1S(N(C2=C(C1)C=CC=C2)C2=C(C=CC=C2)F)(=O)=O (3-(4-bromobutyl)-1-(2-fluorophenyl)-3,4-dihydro-1H-2,1,3-benzothiadiazine 2,2-dioxide). As a reaction SMILES: [F:1][C:2]1[CH:7]=[CH:6][CH:5]=[CH:4][C:3]=1[N:8]1[C:13]2[CH:14]=[CH:15][CH:16]=[CH:17][C:12]=2[CH2:11][NH:10][S:9]1(=[O:19])=[O:18].[Br:20][CH2:21][CH2:22][CH2:23][CH2:24]O>>[Br:20][CH2:21][CH2:22][CH2:23][CH2:24][N:10]1[CH2:11][C:12]2[CH:17]=[CH:16][CH:15]=[CH:14][C:13]=2[N:8]([C:3]2[CH:4]=[CH:5][CH:6]=[CH:7][C:2]=2[F:1])[S:9]1(=[O:19])=[O:18]. Isolated yield 66.3%.